The task is: describe an organic reaction: reactants, conditions, products, and yield. This data is from the Open Reaction Database (ORD), a public repository of structured organic reaction records. Reported procedure: Following the procedure as described in EXAMPLE 2, and making non-critical variations using ethyl (4′-bromo-6,6-dimethyl-2′-oxo-5,6-dihydrospiro[benzo[1,2-b:5,4-b′]difuran-3,3′-indol]-1′(2′H)-yl)acetate to replace ethyl (2′-oxospiro[furo[2,3-f][1,3]benzodioxole-7,3′-indol]-1′(2′H)-yl)acetate, the title compound was obtained. The product was used directly in the next step. RXN SMILES: [Br:1][C:2]1[CH:10]=[CH:9][CH:8]=[C:7]2[C:3]=1[C:4]1([CH2:21][O:20][C:19]3[CH:22]=[C:23]4[C:27](=[CH:28][C:18]1=3)[CH2:26][C:25]([CH3:30])([CH3:29])[O:24]4)[C:5](=[O:17])[N:6]2[CH2:11][C:12]([O:14]CC)=[O:13].O=C1C2(C3=CC4OCOC=4C=C3OC2)C2C(=CC=CC=2)N1CC(OCC)=O>>[Br:1][C:2]1[CH:10]=[CH:9][CH:8]=[C:7]2[C:3]=1[C:4]1([CH2:21][O:20][C:19]3[CH:22]=[C:23]4[C:27](=[CH:28][C:18]1=3)[CH2:26][C:25]([CH3:30])([CH3:29])[O:24]4)[C:5](=[O:17])[N:6]2[CH2:11][C:12]([OH:14])=[O:13]. Reactants: BrC1=C2C3(C(N(C2=CC=C1)CC(=O)OCC)=O)C1=C(OC3)C=C3OC(CC3=C1)(C)C (ethyl (4′-bromo-6,6-dimethyl-2′-oxo-5,6-dihydrospiro[benzo[1,2-b:5,4-b′]difuran-3,3′-indol]-1′(2′H)-yl)acetate), O=C1N(C2=CC=CC=C2C12COC=1C2=CC2=C(OCO2)C1)CC(=O)OCC (ethyl (2′-oxospiro[furo[2,3-f][1,3]benzodioxole-7,3′-indol]-1′(2′H)-yl)acetate). Product: BrC1=C2C3(C(N(C2=CC=C1)CC(=O)O)=O)C1=C(OC3)C=C3OC(CC3=C1)(C)C ((4′-bromo-6,6-dimethyl-2′-oxo-5,6-dihydrospiro[benzo[1,2-b:5,4-b′]difuran-3,3′-indol]-1′(2′H)-yl)acetic acid). Reactants: C(C#C)NC(=O)C=1N=CN2C1CN(C(C1=C2C=CC=C1)=O)C (5-methyl-6-oxo-5,6-dihydro-4H-imidazo[1,5-a][1,4]benzodiazepine-3-carboxylic acid prop-2-ynylamide), IN1C(CCC1=O)=O (N-iodosuccinimide), C(CC)NCCC (dipropylamine). Solvent: C(C)(=O)O (acetic acid). Conditions: time 46 hour. Yields the product C(CC)N(CCC)CC1=CN=C(O1)C=1N=CN2C1CN(C(C1=C2C=CC=C1)=O)C (3-(5-dipropylaminomethyl-oxazol-2-yl)-5-methyl-5,6-dihydro-4H-imidazo[1,5-a][1,4]benzodiazepin-6-one). Isolated yield 25.4%. RXN SMILES: [CH2:1]([NH:4][C:5]([C:7]1[N:8]=[CH:9][N:10]2[C:16]3[CH:17]=[CH:18][CH:19]=[CH:20][C:15]=3[C:14](=[O:21])[N:13]([CH3:22])[CH2:12][C:11]=12)=[O:6])[C:2]#[CH:3].IN1C(=O)CCC1=O.[CH2:31]([NH:34][CH2:35][CH2:36][CH3:37])[CH2:32][CH3:33]>C(O)(=O)C>[CH2:31]([N:34]([CH2:3][C:2]1[O:6][C:5]([C:7]2[N:8]=[CH:9][N:10]3[C:16]4[CH:17]=[CH:18][CH:19]=[CH:20][C:15]=4[C:14](=[O:21])[N:13]([CH3:22])[CH2:12][C:11]=23)=[N:4][CH:1]=1)[CH2:35][CH2:36][CH3:37])[CH2:32][CH3:33]. Procedure: A solution of 2.94 g (0.010 mol) of 5-methyl-6-oxo-5,6-dihydro-4H-imidazo[1,5-a][1,4]benzodiazepine-3-carboxylic acid prop-2-ynylamide in 60 ml of acetic acid was treated with 3.36 g (0.015 mol) of N-iodosuccinimide while gassing with argon. After stirring at room temperature for 46 hrs. the dark suspension obtained was completely freed from the solvents and dried azeotropically several times with toluene. The dark brown solid residue was dissolved in 100 ml of THF, treated with 13.7 ml (0.10 mo...